Dataset: the Open Reaction Database (ORD), a public repository of structured organic reaction records. Task: describe an organic reaction: reactants, conditions, products, and yield Reactants: FC1(CCC1)C=1C(=CC(=NC1)C(=O)O)OCC(F)(F)F (5-(1-fluorocyclobutyl)-4-(2,2,2-trifluoroethoxy)pyridine-2-carboxylic acid), C1(CC1)C(C)(C1=NOC(=N1)C)N (1-Cyclopropyl-1-(5-methyl-[1,2,4]oxadiazol-3-yl)-ethylamine). Yields the product C1(CC1)C(C)(C1=NOC(=N1)C)NC(C1=NC=C(C(=C1)OCC(F)(F)F)C1(CCC1)F)=O (N-(1-cyclopropyl-1-(5-methyl-1,2,4-oxadiazol-3-yl)ethyl)-5-(1-fluorocyclobutyl)-4-(2,2,2-trifluoroethoxy)picolinamide). RXN SMILES: [F:1][C:2]1([C:6]2[C:7]([O:15][CH2:16][C:17]([F:20])([F:19])[F:18])=[CH:8][C:9]([C:12]([OH:14])=O)=[N:10][CH:11]=2)[CH2:5][CH2:4][CH2:3]1.[CH:21]1([C:24]([NH2:32])([C:26]2[N:30]=[C:29]([CH3:31])[O:28][N:27]=2)[CH3:25])[CH2:23][CH2:22]1>>[CH:21]1([C:24]([NH:32][C:12](=[O:14])[C:9]2[CH:8]=[C:7]([O:15][CH2:16][C:17]([F:20])([F:19])[F:18])[C:6]([C:2]3([F:1])[CH2:3][CH2:4][CH2:5]3)=[CH:11][N:10]=2)([C:26]2[N:30]=[C:29]([CH3:31])[O:28][N:27]=2)[CH3:25])[CH2:23][CH2:22]1. Procedure: The title compound was synthesized in analogy to Example 112e, using 5-(1-fluorocyclobutyl)-4-(2,2,2-trifluoroethoxy)pyridine-2-carboxylic acid (example 285a) and 1-Cyclopropyl-1-(5-methyl-[1,2,4]oxadiazol-3-yl)-ethylamine (CAN 1155536-64-3) as starting materials and the racemate was separated into its enantiomers by preparative chiral HPLC (Chiralpak AD, ethanol/heptane). The title compound was the first enantiomer collected; MS (ESI, m/z): 443.3 (M+H+). The reactants are solution, [BH3-]C#N.[Na+] (NaBH3CN), C1(CCCCC1)C1=C(N(C2=CC(=CC=C12)C(=O)OC)CCC(=O)OC)C1=C(C=CC=C1)C=O (methyl 3-cyclohexyl-2-(2-formylphenyl)-1-(3-methoxy-3-oxopropyl)-1H-indole-6-carboxylate), CN(CCN)C (N,N-dimethylethane-1,2-diamine), CC(=O)O (HOAc). Solvent: C1CCOC1 (THF), CCOC(=O)C (EtOAc), C1CCOC1 (THF). Conditions: time 8 hour. Product: C1(CCCCC1)C1=C(N(C2=CC(=CC=C12)C(=O)OC)CCC(=O)OC)C1=C(C=CC=C1)CNCCN(C)C (methyl 3-cyclohexyl-2-[2-({[2-(dimethylamino)ethyl]amino}methyl)phenyl]-1-(3-methoxy-3-oxopropyl)-1H-indole-6-carboxylate). As a reaction SMILES: [CH:1]1([C:7]2[C:15]3[C:10](=[CH:11][C:12]([C:16]([O:18][CH3:19])=[O:17])=[CH:13][CH:14]=3)[N:9]([CH2:20][CH2:21][C:22]([O:24][CH3:25])=[O:23])[C:8]=2[C:26]2[CH:31]=[CH:30][CH:29]=[CH:28][C:27]=2[CH:32]=O)[CH2:6][CH2:5][CH2:4][CH2:3][CH2:2]1.[CH3:34][N:35]([CH3:39])[CH2:36][CH2:37][NH2:38].CC(O)=O.[BH3-]C#N.[Na+]>C1COCC1.CCOC(C)=O>[CH:1]1([C:7]2[C:15]3[C:10](=[CH:11][C:12]([C:16]([O:18][CH3:19])=[O:17])=[CH:13][CH:14]=3)[N:9]([CH2:20][CH2:21][C:22]([O:24][CH3:25])=[O:23])[C:8]=2[C:26]2[CH:31]=[CH:30][CH:29]=[CH:28][C:27]=2[CH2:32][NH:38][CH2:37][CH2:36][N:35]([CH3:39])[CH3:34])[CH2:6][CH2:5][CH2:4][CH2:3][CH2:2]1 |f:3.4|. Procedure details: To a solution of methyl 3-cyclohexyl-2-(2-formylphenyl)-1-(3-methoxy-3-oxopropyl)-1H-indole-6-carboxylate in THF (0.1 M), N,N-dimethylethane-1,2-diamine (10 eq) was added and the pH adjusted to pH=6 with HOAc. The solution was stirred at RT for 1 h, before the THF was concentrated in vacuo and the residue taken up in MeOH. To the methanolic solution (0.1 M) NaBH3CN (2 eq) was added and the mixture stirred at RT overnight. The reaction mixture was diluted with EtOAc. The organic phase was washed ... Starting materials: N-[3-(benzoylamino)-2-oxo-4-phenylbutyl]-N-[(phenylmethoxy)carbonyl]-L-proline, ethyl ester, C(C1=CC=CC=C1)(=O)NC(C(CN([C@@H](C)C(=O)N1[C@H](C(=O)O)CCC1)C(=O)OCC1=CC=CC=C1)=O)CC1=CC=CC=C1 ((±)-1-[N-[3-(Benzoylamino)-2-oxo-4-phenylbutyl]-N-[(phenylmethoxy)carbonyl]-L-alanyl]-L-proline), C1(CCCCC1)N=C=NC1CCCCC1 (dicyclohexylcarbodiimide), Example 109 ( d ), C(C)O (ethanol). Reagents/catalysts: CN(C1=CC=NC=C1)C (4-dimethylamino pyridine). Solvent: O1CCCC1 (tetrahydrofuran). Reaction conditions: time 8 hour. The product is C(C1=CC=CC=C1)(=O)NC(C(CN([C@@H](C)C(=O)N1[C@H](C(=O)OCC)CCC1)C(=O)OCC1=CC=CC=C1)=O)CC1=CC=CC=C1 ((±)-1-[N-[3-(Benzoylamino)-2-oxo-4-phenylbutyl]-N-[(phenylmethoxy)carbonyl]-L-alanyl]-L-proline, ethyl ester). RXN SMILES: [C:1]([NH:9][CH:10]([CH2:37][C:38]1[CH:43]=[CH:42][CH:41]=[CH:40][CH:39]=1)[C:11](=[O:36])[CH2:12][N:13]([C:26]([O:28][CH2:29][C:30]1[CH:35]=[CH:34][CH:33]=[CH:32][CH:31]=1)=[O:27])[C@H:14]([C:16]([N:18]1[CH2:25][CH2:24][CH2:23][C@H:19]1[C:20]([OH:22])=[O:21])=[O:17])[CH3:15])(=[O:8])[C:2]1[CH:7]=[CH:6][CH:5]=[CH:4][CH:3]=1.[CH2:44](O)[CH3:45].C1(N=C=NC2CCCCC2)CCCCC1>CN(C)C1C=CN=CC=1.O1CCCC1>[C:1]([NH:9][CH:10]([CH2:37][C:38]1[CH:43]=[CH:42][CH:41]=[CH:40][CH:39]=1)[C:11](=[O:36])[CH2:12][N:13]([C:26]([O:28][CH2:29][C:30]1[CH:35]=[CH:34][CH:33]=[CH:32][CH:31]=1)=[O:27])[C@H:14]([C:16]([N:18]1[CH2:25][CH2:24][CH2:23][C@H:19]1[C:20]([O:22][CH2:44][CH3:45])=[O:21])=[O:17])[CH3:15])(=[O:8])[C:2]1[CH:7]=[CH:6][CH:5]=[CH:4][CH:3]=1. Reported procedure: (±)-1-[N-[3-(Benzoylamino)-2-oxo-4-phenylbutyl]-N-[(phenylmethoxy)carbonyl]-L-alanyl]-L-proline (1.17 g., 2 mmole), prepared as set forth in Example 109 (d), is taken into tetrahydrofuran (2 ml.) with stirring in an ice-bath. To this is added absolute ethanol (2.3 ml., 40 mmole) followed by 4-dimethylamino pyridine (122 mg., 1 mmole) and dicyclohexylcarbodiimide (412 mg., 2 mmole). The reaction is allowed to run overnight at room temperature. The dicyclohexylurea is filtered off, the filtrate is... Starting materials: OC=C1C(NC2=CC(=CC=C12)C(=O)C1=CC=C(C=C1)NC(=O)C=1SC(=CC1)C(C)=O)=O (5-Acetyl-thiophene-2-carboxylic acid [4-(3-hydroxymethylene-2-oxo-2,3-dihydro-1H-indole-6-carbonyl)-phenyl]-amide), NC=1C=C(C=CC1)O (3-aminophenol). Solvent: C1CCOC1 (THF). Conditions: temperature 65 celsius, time 24 hour. Product: OC=1C=C(C=CC1)NC=C1C(NC2=CC(=CC=C12)C(=O)C1=CC=C(C=C1)NC(=O)C=1SC(=CC1)C(C)=O)=O (5-Acetyl-thiophene-2-carboxylic acid (4-{3-[(3-hydroxy-phenylamino)-methylene]-2-oxo-2,3-dihydro-1H-indole-6-carbonyl}-phenyl)-amide). Yield: 64.0%. As a reaction SMILES: O[CH:2]=[C:3]1[C:11]2[C:6](=[CH:7][C:8]([C:12]([C:14]3[CH:19]=[CH:18][C:17]([NH:20][C:21]([C:23]4[S:24][C:25]([C:28](=[O:30])[CH3:29])=[CH:26][CH:27]=4)=[O:22])=[CH:16][CH:15]=3)=[O:13])=[CH:9][CH:10]=2)[NH:5][C:4]1=[O:31].[NH2:32][C:33]1[CH:34]=[C:35]([OH:39])[CH:36]=[CH:37][CH:38]=1>C1COCC1>[OH:39][C:35]1[CH:34]=[C:33]([NH:32][CH:2]=[C:3]2[C:11]3[C:6](=[CH:7][C:8]([C:12]([C:14]4[CH:15]=[CH:16][C:17]([NH:20][C:21]([C:23]5[S:24][C:25]([C:28](=[O:30])[CH3:29])=[CH:26][CH:27]=5)=[O:22])=[CH:18][CH:19]=4)=[O:13])=[CH:9][CH:10]=3)[NH:5][C:4]2=[O:31])[CH:38]=[CH:37][CH:36]=1. Procedure: A small screw cap test tube was charged with 5-Acetyl-thiophene-2-carboxylic acid [4-(3-hydroxymethylene-2-oxo-2,3-dihydro-1H-indole-6-carbonyl)-phenyl]-amide (as prepared in Example 34, 40 mg, 0.093 mmol) and THF (2 mL). To the resulting solution was added 3-aminophenol (13 mg, 0.1191 mmol), and the mixture was stirred for 24 h at 65° C. Subsequently, the reaction mixture was cooled to room temperature and concentrated in vacuo. The solid residue was recrystallized with ˜2 mL of i-prOH affordin...